Dataset: the Open Reaction Database (ORD), a public repository of structured organic reaction records. Task: describe an organic reaction: reactants, conditions, products, and yield Reactants: FC(C=1C=C(N=NC1)N)(F)F (5-(Trifluoromethyl)pyridazin-3-amine), chloroacetylaldehyde, C([O-])(O)=O.[Na+] (sodium bicarbonate), C(C)O (ethanol). The solvent is O (water), aq. solution, O (Water). Run at temperature 130 celsius. Yields the product FC(C1=CC=2N(N=C1)C=CN2)(F)F (7-(Trifluoromethyl)imidazo[1,2-b]pyridazine). RXN SMILES: [F:1][C:2]([F:11])([F:10])[C:3]1[CH:4]=[C:5]([NH2:9])[N:6]=[N:7][CH:8]=1.C(=O)(O)[O-].[Na+].[CH2:17](O)[CH3:18]>O>[F:11][C:2]([F:1])([F:10])[C:3]1[CH:8]=[N:7][N:6]2[CH:17]=[CH:18][N:9]=[C:5]2[CH:4]=1 |f:1.2|. Procedure: 5-(Trifluoromethyl)pyridazin-3-amine (6.79 g, 41.6 mmol) was dissolved in a mixture of ethanol (133 mL) and water (33.3 mL) and 50% aq. solution of chloroacetylaldehyde (26.9 mL, 208 mmol) and sodium bicarbonate (17.5 g, 208 mmol) was added. The reaction was sealed in a pressure vessel and heated to 130° C. for 6 h. The reaction was then cooled to room temperature. Water was added and the mixture filtered through celite. The aqueous layer was extracted with a 3:1 mixture of CHCl3:Isopropanol (×3...